Dataset: the Open Reaction Database (ORD), a public repository of structured organic reaction records. Task: describe an organic reaction: reactants, conditions, products, and yield The reactants are Cl (HCl), C(C1=CC=CC=C1)OC[C@@H]([C@@H](C)N(S(=O)(=O)C)CCOS(=O)(=O)C)NC(=O)OC(C)(C)C ((2R,3R)-O-benzyl-2-tert-butoxycarbonylamino-3-[N-(2-methanesulfonyloxyethyl)-N-methanesulfonylamino]butanol), [H-].[Na+] (sodium hydride). Run in CN(C)C=O (DMF), CN(C)C=O (DMF). Run at time 45 minute. Yields the product C(C1=CC=CC=C1)OC[C@@H]1N(CCN([C@@H]1C)S(=O)(=O)C)C(=O)OC(C)(C)C ((2R,3R)-2-benzyloxymethyl-1-tert-butoxycarbonyl-4-methanesulfonyl-3-methylpiperazine). The yield is 100.2%. Reaction SMILES: [CH2:1]([O:8][CH2:9][C@H:10]([NH:25][C:26]([O:28][C:29]([CH3:32])([CH3:31])[CH3:30])=[O:27])[C@H:11]([N:13]([CH2:18][CH2:19]OS(C)(=O)=O)[S:14]([CH3:17])(=[O:16])=[O:15])[CH3:12])[C:2]1[CH:7]=[CH:6][CH:5]=[CH:4][CH:3]=1.[H-].[Na+].Cl>CN(C=O)C>[CH2:1]([O:8][CH2:9][C@H:10]1[C@@H:11]([CH3:12])[N:13]([S:14]([CH3:17])(=[O:16])=[O:15])[CH2:18][CH2:19][N:25]1[C:26]([O:28][C:29]([CH3:30])([CH3:31])[CH3:32])=[O:27])[C:2]1[CH:3]=[CH:4][CH:5]=[CH:6][CH:7]=1 |f:1.2|. Procedure: A solution of (2R,3R)-O-benzyl-2-tert-butoxycarbonylamino-3-[N-(2-methanesulfonyloxyethyl)-N-methanesulfonylamino]butanol (2.6 g) in dry DMF (15 ml) was added dropwise to a suspension of sodium hydride (60% dispersion in mineral oil, 189 mg) in dry DMF (10 ml) at 4° C. over 20 minutes. The mixture was stirred at same temperature for 45 minutes and then poured into a mixture of ice and 1N HCl (8 ml). The mixture was extracted with AcOEt. The organic layer was washed with saturated aqueous NaCl so...